Dataset: the Open Reaction Database (ORD), a public repository of structured organic reaction records. Task: describe an organic reaction: reactants, conditions, products, and yield The reactants are CC(C)(C)C(=O)Cl, CC(C)(C)OC(=O)N1CCC(CO)CC1, [H-], [Na+], CN(C)C=O, O. Yields the product CC(C)(C)OC(=O)N1CCC(COC(=O)C(C)(C)C)CC1. As a reaction SMILES: [C:18]([C:19]([CH3:20])([CH3:21])[CH3:22])(=[O:23])[Cl:24].[C:1]([CH3:2])([CH3:3])([CH3:4])[O:5][C:6](=[O:7])[N:8]1[CH2:9][CH2:10][CH:11]([CH2:14][OH:15])[CH2:12][CH2:13]1.[H-:17].[Na+:16].[O:26]=[CH:27][N:28]([CH3:29])[CH3:30].[OH2:25]>>[C:1]([CH3:2])([CH3:3])([CH3:4])[O:5][C:6](=[O:7])[N:8]1[CH2:9][CH2:10][CH:11]([CH2:14][O:15][C:18]([C:19]([CH3:20])([CH3:21])[CH3:22])=[O:23])[CH2:12][CH2:13]1.